This data is from the Open Reaction Database (ORD), a public repository of structured organic reaction records. The task is: describe an organic reaction: reactants, conditions, products, and yield Reactants: CC#N, O=C([O-])C1CCCC1, CC(=O)N(CC1CN(c2ccc(C3CCS(=O)(=O)CC3)c(F)c2)C(=O)O1)C(=O)OC(C)Cl, [Cs+], [I-], [Na+], O. Product: CC(=O)N(CC1CN(c2ccc(C3CCS(=O)(=O)CC3)c(F)c2)C(=O)O1)C(=O)OC(C)OC(=O)C1CCCC1. Reaction SMILES: [CH3:45][C:46]#[N:47].[CH:33]1([C:38](=[O:39])[O-:40])[CH2:34][CH2:35][CH2:36][CH2:37]1.[Cl:1][CH:2]([CH3:3])[O:4][C:5]([N:6]([CH2:7][CH:8]1[CH2:9][N:10]([c:14]2[cH:15][c:16]([F:28])[c:17]([CH:20]3[CH2:21][CH2:22][S:23](=[O:26])(=[O:27])[CH2:24][CH2:25]3)[cH:18][cH:19]2)[C:11](=[O:13])[O:12]1)[C:29]([CH3:30])=[O:31])=[O:32].[Cs+:41].[I-:43].[Na+:42].[OH2:44]>>[CH:2]([CH3:3])([O:4][C:5]([N:6]([CH2:7][CH:8]1[CH2:9][N:10]([c:14]2[cH:15][c:16]([F:28])[c:17]([CH:20]3[CH2:21][CH2:22][S:23](=[O:26])(=[O:27])[CH2:24][CH2:25]3)[cH:18][cH:19]2)[C:11](=[O:13])[O:12]1)[C:29]([CH3:30])=[O:31])=[O:32])[O:40][C:38]([CH:33]1[CH2:34][CH2:35][CH2:36][CH2:37]1)=[O:39]. Starting materials: [BH4-].[Na+] (sodium borohydride), C(C)(C)(C)OC(=O)N1CC2=CC(=CC=C2CC1)/C(=C/C1=CC=CC=C1)/C#N ((Z)-tert-butyl-7-(1-cyano-2-phenylvinyl)-3,4-dihydroisoquinoline-2(1H)-carboxylate), C(CC(O)(C(=O)O)CC(=O)O)(=O)O (citric acid). The solvent is C(C)O (ethanol). Reaction conditions: time 3 day. The product is C(C)(C)(C)OC(=O)N1CC2=CC(=CC=C2CC1)C(CC1=CC=CC=C1)C#N (tert-Butyl-7-(1-cyano-2-phenylethyl)-3,4-dihydroisoquinoline-2(1H)-carboxylate). Reaction SMILES: [C:1]([O:5][C:6]([N:8]1[CH2:17][CH2:16][C:15]2[C:10](=[CH:11][C:12](/[C:18](/[C:26]#[N:27])=[CH:19]/[C:20]3[CH:25]=[CH:24][CH:23]=[CH:22][CH:21]=3)=[CH:13][CH:14]=2)[CH2:9]1)=[O:7])([CH3:4])([CH3:3])[CH3:2].[BH4-].[Na+].C(O)(=O)CC(CC(O)=O)(C(O)=O)O>C(O)C>[C:1]([O:5][C:6]([N:8]1[CH2:17][CH2:16][C:15]2[C:10](=[CH:11][C:12]([CH:18]([C:26]#[N:27])[CH2:19][C:20]3[CH:25]=[CH:24][CH:23]=[CH:22][CH:21]=3)=[CH:13][CH:14]=2)[CH2:9]1)=[O:7])([CH3:4])([CH3:2])[CH3:3] |f:1.2|. Procedure: To a suspension of 0.178 mmol of (Z)-tert-butyl-7-(1-cyano-2-phenylvinyl)-3,4-dihydroisoquinoline-2(1H)-carboxylate in 2 ml ethanol were added at 0° C. 0.178 mmol of sodium borohydride. The mixture was allowed to warm to room temperature and stirred for 3 d. The mixture was poured on ice water and citric acid (5%) was added until acidic. The aqueous phase was extracted with EtOAc. The combined organic phase was washed with brine, dried over MgSO4, and filtered. Evaporation of the solvent gave 61... The reactants are CCO, Cn1c2ccccc2c2c3c(c4c5ccccc5n(CCCCN=[N+]=[N-])c4c21)C(=O)NC3=O, C1CCOC1, [Pd]. RXN SMILES: [CH2:34]([OH:35])[CH3:36].[N:1](=[N+:2]=[N-:3])[CH2:4][CH2:5][CH2:6][CH2:7][n:8]1[c:9]2[cH:10][cH:11][cH:12][cH:13][c:14]2[c:15]2[c:16]3[c:17]([c:18]4[c:19]([c:20]12)[n:21]([CH3:28])[c:22]1[cH:23][cH:24][cH:25][cH:26][c:27]41)[C:29](=[O:33])[NH:30][C:31]3=[O:32].[O:37]1[CH2:38][CH2:39][CH2:40][CH2:41]1.[Pd:42]>>[NH2:1][CH2:4][CH2:5][CH2:6][CH2:7][n:8]1[c:9]2[cH:10][cH:11][cH:12][cH:13][c:14]2[c:15]2[c:16]3[c:17]([c:18]4[c:19]([c:20]12)[n:21]([CH3:28])[c:22]1[cH:23][cH:24][cH:25][cH:26][c:27]41)[C:29](=[O:33])[NH:30][C:31]3=[O:32]. The product is Cn1c2ccccc2c2c3c(c4c5ccccc5n(CCCCN)c4c21)C(=O)NC3=O. Reactants: N1C=NC2=C1C=CC(=C2)C(=O)N2C1C(CCC2)C=2C=C(C=CC2C1)C=1CCOCC1 ((1H-benzoimidazol-5-yl)-[6-(3,6-dihydro-2H-pyran-4-yl)-2,3,4,4a,9,9a-hexahydro-indeno[2,1-b]pyridin-1-yl]-methanone). Reagents/catalysts: [Pd] (palladium on carbon). Solvent: CO (methanol). Run at time 8 hour. Yields the product N1C=NC2=C1C=CC(=C2)C(=O)N2[C@@H]1[C@H](CCC2)C=2C=C(C=CC2C1)C1CCOCC1 ((1H-Benzoimidazol-5-yl)-[cis-6-(tetrahydro-pyran-4-yl)-2,3,4,4a,9,9a-hexahydro-indeno[2,1-b]pyridin-1-yl]-methanone). As a reaction SMILES: [NH:1]1[C:5]2[CH:6]=[CH:7][C:8]([C:10]([N:12]3[CH2:17][CH2:16][CH2:15][CH:14]4[C:18]5[CH:19]=[C:20]([C:25]6[CH2:26][CH2:27][O:28][CH2:29][CH:30]=6)[CH:21]=[CH:22][C:23]=5[CH2:24][CH:13]34)=[O:11])=[CH:9][C:4]=2[N:3]=[CH:2]1>[Pd].CO>[NH:1]1[C:5]2[CH:6]=[CH:7][C:8]([C:10]([N:12]3[CH2:17][CH2:16][CH2:15][C@@H:14]4[C:18]5[CH:19]=[C:20]([CH:25]6[CH2:26][CH2:27][O:28][CH2:29][CH2:30]6)[CH:21]=[CH:22][C:23]=5[CH2:24][C@H:13]34)=[O:11])=[CH:9][C:4]=2[N:3]=[CH:2]1. Reported procedure: A mixture of (1H-benzoimidazol-5-yl)-[6-(3,6-dihydro-2H-pyran-4-yl)-2,3,4,4a,9,9a-hexahydro-indeno[2,1-b]pyridin-1-yl]-methanone (48 mg), 10% palladium on carbon (10 mg), and methanol (3 mL) is shaken under hydrogen atmosphere (5 bar) at room temperature overnight. The catalyst is then separated by filtration and the filtrate is concentrated. The residue is purified by chromatography on silica gel (dichloromethane/methanol 1:0→9:1) to afford the title compound. Yield: 15 mg (31% of theory); LC (... Reactants: N(=NC(=O)OC(C)C)C(=O)OC(C)C (diisopropyl azodicarboxylate), C1(=CC=CC=C1)P(C1=CC=CC=C1)C1=CC=CC=C1 (triphenylphosphine), C(C)(=S)O (thioacetic acid), C[C@@]12[C@H](CC[C@H]1[C@@H]1C[C@@H](C3C[C@H](CC[C@]3(C)[C@H]1CC2)O)O)O (androstane-3β,6α,17β-triol). Solvent: C1CCOC1 (THF), CCOC(=O)C (EtOAc). Run at time 30 minute. The product is C(C)(=O)S[C@H]1CC2[C@H](C[C@H]3[C@@H]4CC[C@@H]([C@@]4(C)CC[C@@H]3[C@]2(CC1)C)O)O (3α-acetylthioandrostane-6α,17β-diol). Yield: 66.0%. RXN SMILES: C1(P(C2C=CC=CC=2)C2C=CC=CC=2)C=CC=CC=1.N(C(OC(C)C)=O)=NC(OC(C)C)=O.[C:34]([OH:37])(=[S:36])[CH3:35].[CH3:38][C@:39]12[CH2:56][CH2:55][C@H:54]3[C@@H:44]([CH2:45][C@H:46]([OH:58])[CH:47]4[C@:52]3([CH3:53])[CH2:51][CH2:50][C@H:49](O)[CH2:48]4)[C@@H:43]1[CH2:42][CH2:41][C@@H:40]2[OH:59]>C1COCC1.CCOC(C)=O>[C:34]([S:36][C@@H:49]1[CH2:50][CH2:51][C@@:52]2([CH3:53])[CH:47]([C@@H:46]([OH:58])[CH2:45][C@@H:44]3[C@@H:54]2[CH2:55][CH2:56][C@@:39]2([CH3:38])[C@H:43]3[CH2:42][CH2:41][C@@H:40]2[OH:59])[CH2:48]1)(=[O:37])[CH3:35]. Reported procedure: To a solution of triphenylphosphine (2.38 g) in THF (140 mL) cooled at 0° C., diisopropyl azodicarboxylate (1.79 mL) was added dropwise. After stirring for 30 minutes, thioacetic acid (0.65 mL) and androstane-3β,6α,17β-triol (2.00 g) were added. After 2 hrs at 0° C. and overnight at room temperature EtOAc was added. The mixture was washed with water and the organic layer evaporated to dryness. The crude product was purified by flash chromatography (SiO2, cyclohexane:EtOAc 55:45) to give 3α-acety... Reactants: BrCC1=CC(=CC=2C=COC21)[N+](=O)[O-] (7-(Bromomethyl)-5-nitro-1-benzofuran), BrCC1=CC(=CC=2C=COC21)[N+](=O)[O-] (7-(Bromomethyl)-5-nitro-1-benzofuran), CC1NCCNC1 (2-methylpiperazine). The product is CC1CN(CCN1)CC1=CC(=CC=2C=COC21)[N+](=O)[O-] (3-Methyl-1-[(5-nitro-1-benzofuran-7-yl)methyl]piperazine). Isolated yield 95.0%. Reaction SMILES: Br[CH2:2][C:3]1[C:11]2[O:10][CH:9]=[CH:8][C:7]=2[CH:6]=[C:5]([N+:12]([O-:14])=[O:13])[CH:4]=1.[CH3:15][CH:16]1[CH2:21][NH:20][CH2:19][CH2:18][NH:17]1>>[CH3:15][CH:16]1[NH:17][CH2:18][CH2:19][N:20]([CH2:2][C:3]2[C:11]3[O:10][CH:9]=[CH:8][C:7]=3[CH:6]=[C:5]([N+:12]([O-:14])=[O:13])[CH:4]=2)[CH2:21]1. Reported procedure: The title compound was prepared according to the procedure of Example 112, Step 1, starting from 7-(bromomethyl)-5-nitro-1-benzofuran (120 mg, 70 mol %, 0.39 mmol; Intermediate 64) and 2-methylpiperazine (196 mg, 1.95 mmol). The crude product was purified by flash chromatography (eluent: 4% MeOH, 1% NEt3 in DCM). The title compound (102 mg, 87%) was obtained as a light yellow sticky oil. HPLC 99%, RT=1.60 min (System A; 5-60% MeCN over 3 min), 100%, RT=1.40 min (System B; 5-60% MeCN over 3 min)....